This data is from the Open Reaction Database (ORD), a public repository of structured organic reaction records. The task is: describe an organic reaction: reactants, conditions, products, and yield The reactants are CC[O-].[Na+] (sodium ethylate), ClC1=CC=C(C=C1)CCCCCBr (5-(4-chlorophenyl)pentyl bromide), C(CC(=O)C)(=O)OCC (ethyl acetoacetate). Solvent: C(C)O (ethanol), C(C)O (ethanol), C(C)O (ethanol). Conditions: time 15 minute. Yields the product C(C)(=O)C(C(=O)OCC)CCCCCC1=CC=C(C=C1)Cl (Ethyl 2-acetyl-7-(4-chlorophenyl)heptanoate). RXN SMILES: [C:1]([O:7][CH2:8][CH3:9])(=[O:6])[CH2:2][C:3]([CH3:5])=[O:4].CC[O-].[Na+].[Cl:14][C:15]1[CH:20]=[CH:19][C:18]([CH2:21][CH2:22][CH2:23][CH2:24][CH2:25]Br)=[CH:17][CH:16]=1>C(O)C>[C:3]([CH:2]([CH2:25][CH2:24][CH2:23][CH2:22][CH2:21][C:18]1[CH:17]=[CH:16][C:15]([Cl:14])=[CH:20][CH:19]=1)[C:1]([O:7][CH2:8][CH3:9])=[O:6])(=[O:4])[CH3:5] |f:1.2|. Reported procedure: A solution of 6.0 g (46 mmol) of ethyl acetoacetate in 6 ml of absolute ethanol is added drop by drop, with stirring, to a solution of 23 mmol of sodium ethylate in 18 ml of ethanol. Stirring is continued for another 15 minutes to complete the salt formation, and then a solution of 6.0 g (23 mmol) of 5-(4-chlorophenyl)pentyl bromide in 6 ml of absolute ethanol is added. The mixture is then heated for 3 hours with refluxing, and then completely concentrated by evaporation. Water is added to the c... Starting materials: CI, CN(C)C=O, [H-], [Na+], O, CC(=O)Nc1cccc(-c2ccc3nncn3n2)c1. Yields the product CC(=O)N(C)c1cccc(-c2ccc3nncn3n2)c1. RXN SMILES: [CH3:22][I:23].[CH3:25][N:26]([CH3:27])[CH:28]=[O:29].[H-:20].[Na+:21].[OH2:24].[n:1]1[n:2][cH:3][n:4]2[n:5][c:6](-[c:10]3[cH:11][c:12]([NH:16][C:17]([CH3:18])=[O:19])[cH:13][cH:14][cH:15]3)[cH:7][cH:8][c:9]12>>[n:1]1[n:2][cH:3][n:4]2[n:5][c:6](-[c:10]3[cH:11][c:12]([N:16]([C:17]([CH3:18])=[O:19])[CH3:22])[cH:13][cH:14][cH:15]3)[cH:7][cH:8][c:9]12. The reactants are Cl (HCl), [OH-].[Na+] (NaOH), CC=1C=CC(=CC1)S(=O)(=O)O (p-TSA), N=1C(C=CC=C2C1C=CC=C2)=O (benzazepinone), CC=1C=CC(=CC1)S(=O)(=O)O (p-TSA), amine HBr, [H-].[Na+] (NaH), Br.BrCCCN (bromopropylamine HBr), [H-].[Na+] (NaH), BrCCCN (bromopropyl amine). The solvent is O (water), O (H2O), CCOC(=O)C (EtOAc), C1(=CC=CC=C1)C (PhCH3), C1=CC=CC=C1 (benzene), O (H2O). Reaction conditions: time 30 minute. Yields the product C1(=CC=CC=C1)C1C=C2N(CC3=C1C=CC=C3)CCCN2 (1,2,3,5,6,11-hexahydro-11-phenylpyrimido[1,2-b][2]benzazepine). Yield: 55.1%. Reaction SMILES: [N:1]1[C:2](=O)[CH:3]=[CH:4][CH:5]=[C:6]2[CH:11]=[CH:10][CH:9]=[CH:8][C:7]=12.[H-].[Na+].Br.Br[CH2:17][CH2:18][CH2:19][NH2:20].[OH-].[Na+].Br[CH2:24][CH2:25]CN.[CH3:28][C:29]1C=CC(S(O)(=O)=O)=[CH:33][CH:34]=1.Cl>C1C=CC=CC=1.O.C1(C)C=CC=CC=1.CCOC(C)=O>[C:6]1([CH:5]2[C:4]3[CH:28]=[CH:29][CH:34]=[CH:33][C:3]=3[CH2:2][N:1]3[CH2:17][CH2:18][CH2:19][NH:20][C:25]3=[CH:24]2)[CH:11]=[CH:10][CH:9]=[CH:8][CH:7]=1 |f:1.2,3.4,5.6|. Reported procedure: To a suspension of 1.23 g of the benzazepinone of Example 1 (5.18 mmol) in 30 mL of benzene was added 0.14 g of NaH (5.7 mmol, ~1.1 eq.) in 2 portions, followed after 30 minutes by 0.21 g of KI (1.3 mmol, ~0.25 eq.). To this mixture was added a solution derived from 1.42 g of bromopropylamine HBr (6.48 mmol, 1.25 eq.). The free base utilized was prepared as follows: 1.42 g of amine HBr (6.48 mmol, 1.25 eq.) was dissolved in H2O, made basic with 2N NaOH, and extracted with C6H6 (3×10 mL). The C6H...